From a dataset of the Open Reaction Database (ORD), a public repository of structured organic reaction records. describe an organic reaction: reactants, conditions, products, and yield The reactants are IC=1C=C(C(=O)NN)C=CC1 (3-iodobenzohydrazide), Cl (hydrochloric acid), O (water), C(=O)(N1C=NC=C1)N1C=NC=C1 (1,1′-carbonyldiimidazole). Solvent: C1CCOC1 (THF). Run at time 1 hour. Yields the product IC=1C=C(C=CC1)C1=NNC(O1)=O (5-(3-iodophenyl)-1,3,4-oxadiazol-2(3H)-one). Yield: 70.8%. Reaction SMILES: [I:1][C:2]1[CH:3]=[C:4]([CH:9]=[CH:10][CH:11]=1)[C:5]([NH:7][NH2:8])=[O:6].[C:12](N1C=CN=C1)(N1C=CN=C1)=[O:13].Cl.O>C1COCC1>[I:1][C:2]1[CH:3]=[C:4]([C:5]2[O:6][C:12](=[O:13])[NH:8][N:7]=2)[CH:9]=[CH:10][CH:11]=1. Procedure details: 3-Iodobenzohydrazide (1.00 g, 3.82 mmol) obtained in Step 1 of Example 52 was dissolved in THF (19 mL), and the mixture was stirred at room temperature for 1 hour after adding 1,1′-carbonyldiimidazole (681 mg, 4.18 mmol). The mixture was stirred after adding 6 mol/L hydrochloric acid (20 mL) and water (20 mL), and the precipitated solid was filtered off and dried to give 5-(3-iodophenyl)-1,3,4-oxadiazol-2(3H)-one (779 mg, 71%). Starting materials: Cl (hydrochloride), N#CN (cyanamide), C1(=CC=CC=C1)C (toluene), latter compound, [H-].[Na+] (sodium hydride), NC(=N)N (guanidine), Cl (hydrochloride). Solvent: C(C)O (ethanol). Yields the product NC1=NN2C(C3=CC=CC=C3C2)=N1 (2-Amino-5H-s-triazolo[5,1-a]isoindole). Isolated yield 78.0%. As a reaction SMILES: Cl.[N:2]#[C:3][NH2:4].[NH2:5][C:6]([NH2:8])=N.[H-].[Na+].[C:11]1([CH3:17])[CH:16]=[CH:15][CH:14]=[CH:13][CH:12]=1>C(O)C>[NH2:2][C:3]1[N:8]=[C:6]2[C:12]3[C:11]([CH2:17][N:5]2[N:4]=1)=[CH:16][CH:15]=[CH:14][CH:13]=3 |f:3.4|. Reported procedure: A mixture of 26.2 g of N-aminophthalimidine hydrochloride (0.142 mole) and 6.25 g of cyanamide (0.149 mole) in 270 ml of anhydrous toluene are refluxed for two hours then, after cooling, the resulting solid precipitate is recovered by filtration. Yield, 31 g of the hydrochloride of 1-(2-phthalimidinyl)- guanidine. M.p. 269-70°C. An amount of 7.6 g (0.033 mole) of this latter compound is added to a solution of 1.5 g of 80% sodium hydride (0.05 mole) in 90 ml of ethanol and the mixture is refluxed... Product: COC(C1=C(C=C2CCCNC2=N1)N1N=C(N=C1)C)OC (7-(dimethoxymethyl)-6-(3-methyl-1H-1,2,4-triazol-1-yl)-1,2,3,4-tetrahydro-1,8-naphthyridine). Reaction SMILES: Br[C:2]1[CH:3]=[C:4]2[C:9](=[N:10][C:11]=1[CH:12]([O:15][CH3:16])[O:13][CH3:14])[NH:8][CH2:7][CH2:6][CH2:5]2.[CH3:17][C:18]1[N:22]=[CH:21][NH:20][N:19]=1.C([O-])([O-])=O.[Cs+].[Cs+]>CN(C=O)C.C(OCC)(=O)C.O.[Cu]I>[CH3:14][O:13][CH:12]([O:15][CH3:16])[C:11]1[N:10]=[C:9]2[C:4]([CH2:5][CH2:6][CH2:7][NH:8]2)=[CH:3][C:2]=1[N:20]1[CH:21]=[N:22][C:18]([CH3:17])=[N:19]1 |f:2.3.4|. Reagents/catalysts: [Cu]I (CuI). The reactants are BrC=1C=C2CCCNC2=NC1C(OC)OC (6-bromo-7-(dimethoxymethyl)-1,2,3,4-tetrahydro-1,8-naphthyridine), BrC=1C=C2CCCNC2=NC1C(OC)OC (6-bromo-7-(dimethoxymethyl)-1,2,3,4-tetrahydro-1,8-naphthyridine), CC1=NNC=N1 (3-methyl-1H-1,2,4-triazole), C(=O)([O-])[O-].[Cs+].[Cs+] (Cs2CO3). Reported procedure: A suspension of 6-bromo-7-(dimethoxymethyl)-1,2,3,4-tetrahydro-1,8-naphthyridine (intermediate 12) (300 mg, 1.045 mmol), 3-methyl-1H-1,2,4-triazole (104 mg, 1.254 mmol), Cs2CO3 (720 mg, 2.210 mmol) and CuI (40 mg, 0.210 mmol) in DMF (2 ml) was heated to 120° C. for approximately 6 h. The reaction mixture was diluted with ethyl acetate and water, layers were separated and the aqueous layer was extracted with ethyl acetate (3×). Organic layers were combined, washed with water and brine, dried usin... Conditions: temperature 120 celsius. Run in C(C)(=O)OCC (ethyl acetate), O (water), CN(C)C=O (DMF).